The task is: describe an organic reaction: reactants, conditions, products, and yield. This data is from the Open Reaction Database (ORD), a public repository of structured organic reaction records. Starting materials: NC1=NC(C(N1C)=O)(C1=CC(=CC=C1)C#CCF)C1=CC=C(C=C1)OC(F)F (2-amino-5-[4-(difluoromethoxy)phenyl]-5-[3-(3-fluoroprop-1-yn-1-yl)phenyl]-3-methyl-3,5-dihydro-4H-imidazol-4-one), FC(OC1=CC=C(C=C1)C(C(=O)C1=CC(=CC=C1)C#CCO)=O)F (1-(4-(difluoromethoxy)phenyl)-2-(3-(3-hydroxyprop-1-ynyl)phenyl)ethane-1,2-dione), C(CC#C)O (but-3-yn-1-ol). The product is NC1=NC(C(N1C)=O)(C1=CC(=CC=C1)C#CCCF)C1=CC=C(C=C1)OC(F)F (2-amino-5-[4-(difluoromethoxy)phenyl]-5-[3-(4-fluorobut-1-yn-1-yl)phenyl]-3-methyl-3,5-dihydro-4H-imidazol-4-one). RXN SMILES: [NH2:1][C:2]1[N:6]([CH3:7])[C:5](=[O:8])[C:4]([C:19]2[CH:24]=[CH:23][C:22]([O:25][CH:26]([F:28])[F:27])=[CH:21][CH:20]=2)([C:9]2[CH:14]=[CH:13][CH:12]=[C:11](C#CCF)[CH:10]=2)[N:3]=1.[F:29]C(F)OC1C=CC(C(=O)C(C2C=CC=C(C#CCO)C=2)=O)=CC=1.[CH2:53](O)[CH2:54][C:55]#[CH:56]>>[NH2:1][C:2]1[N:6]([CH3:7])[C:5](=[O:8])[C:4]([C:19]2[CH:20]=[CH:21][C:22]([O:25][CH:26]([F:28])[F:27])=[CH:23][CH:24]=2)([C:9]2[CH:14]=[CH:13][CH:12]=[C:11]([C:56]#[C:55][CH2:54][CH2:53][F:29])[CH:10]=2)[N:3]=1. Reported procedure: This material was synthesized in a fashion similar to 2-amino-5-[4-(difluoromethoxy)phenyl]-5-[3-(3-fluoroprop-1-yn-1-yl)phenyl]-3-methyl-3,5-dihydro-4H-imidazol-4-one by coupling 1-(4-(difluoromethoxy)phenyl)-2-(3-(3-hydroxyprop-1-ynyl)phenyl)ethane-1,2-dione with but-3-yn-1-ol in step 1. Starting materials: COC1=CC2=C(N=C(S2)N)C=C1C (6-methoxy-5-methylbenzo[d]thiazol-2-amine), C1CC(=O)N(C1=O)Br (NBS), [OH-].[K+] (KOH), ice water. The solvent is OS(=O)(=O)O (H2SO4). Reaction conditions: temperature 0 celsius, time 2 hour. Yields the product BrC1=C(C(=CC=2N=C(SC21)N)C)OC (7-bromo-6-methoxy-5-methylbenzo[d]thiazol-2-amine). RXN SMILES: [CH3:1][O:2][C:3]1[C:12]([CH3:13])=[CH:11][C:6]2[N:7]=[C:8]([NH2:10])[S:9][C:5]=2[CH:4]=1.C1C(=O)N([Br:21])C(=O)C1.[OH-].[K+]>OS(O)(=O)=O>[Br:21][C:4]1[C:5]2[S:9][C:8]([NH2:10])=[N:7][C:6]=2[CH:11]=[C:12]([CH3:13])[C:3]=1[O:2][CH3:1] |f:2.3|. Reported procedure: To a solution of 6-methoxy-5-methylbenzo[d]thiazol-2-amine (5A) (1.0 g, 5.15 mmol) in H2SO4 at 0° C., was added NBS (550 mg, 3.07 mmol). The reaction mixture was stirred at 0° C. for 2 h. Then the reaction mixture was poured to ice-water, neutralized by 50% KOH solution to pH about 3. The precipitation was collected, washed by water and dried over high vacuum. LCMS-ESI+: calc'd for C9H9BrN2OS: 273.0 (M+H+). Found: 273.0 (M+H+). The reactants are B(OC)(OC)OC (trimethyl borate), [Li]CCCC (n-BuLi), hexanes, C(C)OC1=C(C=C(C(=C1)I)F)C (1-ethoxy-4-fluoro-5-iodo-2-methyl-benzene). Run in C1CCOC1 (THF). Conditions: time 30 minute. Yields the product C(C)OC=1C(=CC(=C(C1)B(O)O)F)C ((5-ethoxy-2-fluoro-4-methyl-phenyl)boronic acid). The yield is 58.3%. Reaction SMILES: [Li]CCCC.[CH2:6]([O:8][C:9]1[CH:14]=[C:13](I)[C:12]([F:16])=[CH:11][C:10]=1[CH3:17])[CH3:7].[B:18](OC)([O:21]C)[O:19]C>C1COCC1>[CH2:6]([O:8][C:9]1[C:10]([CH3:17])=[CH:11][C:12]([F:16])=[C:13]([B:18]([OH:21])[OH:19])[CH:14]=1)[CH3:7]. Procedure: In dried glassware, 2.5M n-BuLi in hexanes (18.01 mL, 45.02 mmol) was added over 15 minutes to a stirred solution of 1-ethoxy-4-fluoro-5-iodo-2-methyl-benzene [CAS: 918813-06-6](9.7 g, 34.63 mmol) in dry THF (100 mL) at −78° C. under N2. After stirring for 30 mins, trimethyl borate (7.72 mL, 69.27 mmol) was added over 10 mins. The mixture was stirred for 3.25 h at −78° C. then quenched by slow addition of 1M HCl (115 ml). The mixture was warmed to ambient temperature, diluted with water (115 ml)... Starting materials: ClC1=C(C(=O)O)C=CC=C1C1(CC1)C#N (2-chloro-3-(1-cyanocyclopropyl)benzoic acid), O (water), CN(C=O)C (N,N-dimethylformamide), NC=1C=CC(=C(OC2=CC=C3C(=N2)SC(=N3)NC(C)=O)C1)F (N-[5-(5-amino-2-fluorophenoxy)[1,3]thiazolo[5,4-b]pyridin-2-yl]acetamide). Run in C(C(=O)Cl)(=O)Cl (oxalyl chloride), CN(C(C)=O)C (N,N-dimethylacetamide). Run at time 30 minute. Product: C(C)(=O)NC=1SC2=NC(=CC=C2N1)OC=1C=C(C=CC1F)NC(C1=C(C(=CC=C1)C1(CC1)C#N)Cl)=O (N-(3-{[2-(acetylamino)[1,3]thiazolo[5,4-b]pyridin-5-yl]oxy}-4-fluorophenyl)-2-chloro-3-(1-cyanocyclopropyl)benzamide). Yield: 29.0%. Reaction SMILES: [Cl:1][C:2]1[C:10]([C:11]2([C:14]#[N:15])[CH2:13][CH2:12]2)=[CH:9][CH:8]=[CH:7][C:3]=1[C:4]([OH:6])=O.CN(C)C=O.[NH2:21][C:22]1[CH:23]=[CH:24][C:25]([F:42])=[C:26]([CH:41]=1)[O:27][C:28]1[N:33]=[C:32]2[S:34][C:35]([NH:37][C:38](=[O:40])[CH3:39])=[N:36][C:31]2=[CH:30][CH:29]=1.O>C(Cl)(=O)C(Cl)=O.CN(C)C(=O)C>[C:38]([NH:37][C:35]1[S:34][C:32]2[C:31]([N:36]=1)=[CH:30][CH:29]=[C:28]([O:27][C:26]1[CH:41]=[C:22]([NH:21][C:4](=[O:6])[C:3]3[CH:7]=[CH:8][CH:9]=[C:10]([C:11]4([C:14]#[N:15])[CH2:13][CH2:12]4)[C:2]=3[Cl:1])[CH:23]=[CH:24][C:25]=1[F:42])[N:33]=2)(=[O:40])[CH3:39]. Procedure: To a solution of 2-chloro-3-(1-cyanocyclopropyl)benzoic acid (0.11 g, 0.5 mmol) produced in Example C62(ii) in oxalyl chloride (0.5 mL) was added N,N-dimethylformamide (40 μL), and the mixture was stirred at room temperature for 30 min, and concentrated to dryness under reduced pressure. This was dissolved in a mixture of N,N-dimethylacetamide (1 mL) and tetrahydrofuran (1 mL), and the solution was added dropwise to a solution of N-[5-(5-amino-2-fluorophenoxy)[1,3]thiazolo[5,4-b]pyridin-2-yl]ace... The reactants are C1CCOC1, C[Si](C)(C)[N-][Si](C)(C)C, FC(F)(F)c1c[nH]cn1, [Li+], COC(=O)C(Cn1cccn1)OS(=O)(=O)C(F)(F)F. Yields the product COC(=O)C(Cn1cccn1)n1cnc(C(F)(F)F)c1. Reaction SMILES: [CH2:39]1[O:40][CH2:41][CH2:42][CH2:43]1.[CH3:10][Si:11]([CH3:12])([CH3:13])[N-:14][Si:15]([CH3:16])([CH3:17])[CH3:18].[F:1][C:2]([c:3]1[n:4][cH:5][nH:6][cH:7]1)([F:8])[F:9].[Li+:19].[n:20]1([CH2:25][CH:26]([C:27](=[O:28])[O:29][CH3:30])[O:31][S:32]([C:33]([F:34])([F:35])[F:36])(=[O:37])=[O:38])[n:21][cH:22][cH:23][cH:24]1>>[F:1][C:2]([c:3]1[n:4][cH:5][n:6]([CH:26]([CH2:25][n:20]2[n:21][cH:22][cH:23][cH:24]2)[C:27](=[O:28])[O:29][CH3:30])[cH:7]1)([F:8])[F:9].